From a dataset of the Open Reaction Database (ORD), a public repository of structured organic reaction records. describe an organic reaction: reactants, conditions, products, and yield Starting materials: O (Water), FC1=CC=C(C=C1)C(C(C(C(C)C)=O)C)=O (1-(4-fluorophenyl)-2,4-dimethylpentane-1,3-dione), Cl.CNC(=N)N (N-methyl guanidine hydrochloride salt), C(=O)([O-])[O-].[Cs+].[Cs+] (Cs2CO3). Solvent: CC1CCCO1 (MeTHF), CC1CCCO1 (MeTHF). Conditions: temperature 40 celsius, time 10 hour. The product is FC1=CC=C(C=C1)C1=NC(=NC(=C1C)C(C)C)NC (4-(4-fluorophenyl)-6-isopropyl-N,5-dimethylpyrimidin-2-amine). As a reaction SMILES: [F:1][C:2]1[CH:7]=[CH:6][C:5]([C:8](=O)[CH:9]([CH3:15])[C:10](=O)[CH:11]([CH3:13])[CH3:12])=[CH:4][CH:3]=1.Cl.[CH3:18][NH:19][C:20]([NH2:22])=[NH:21].C([O-])([O-])=O.[Cs+].[Cs+].O>CC1OCCC1>[F:1][C:2]1[CH:7]=[CH:6][C:5]([C:8]2[C:9]([CH3:15])=[C:10]([CH:11]([CH3:13])[CH3:12])[N:22]=[C:20]([NH:19][CH3:18])[N:21]=2)=[CH:4][CH:3]=1 |f:1.2,3.4.5|. Procedure details: A mixture of 1-(4-fluorophenyl)-2,4-dimethylpentane-1,3-dione (MDK, 1.00 g, 4.5 mmol), N-methyl guanidine hydrochloride salt (0.49 g, 4.5 mmol) and Cs2CO3 (2.61 g, 8.0 mmol) in MeTHF (10 mL) was stirred at 40° C. for 10 h. The resulting suspension was cooled down to room temperature. Water (10 mL) and MeTHF (10 mL) were added. Layers were separated and the water layer was back-extracted with MeTHF (10 mL). The combined MeTHF fractions were washed with brine (20 mL) and dried over magnesium sulph... The reactants are FC(C=1C=C(C=CC1OC(C(F)(F)F)C)C1=NC(=NO1)C1=CC=2N(C=C1)C=C(N2)CC(=O)OCC)(F)F (ethyl (7-{5-[3-(trifluoromethyl)-4-(2,2,2-trifluoro-1-methylethoxy)phenyl]-1,2,4-oxadiazol-3-yl}imidazo[1,2-a]pyridin-2-yl)acetate), [OH-].[Na+] (NaOH), Cl.CCOC(=O)C (HCl EtOAc), Cl (HCl). The solvent is C1CCOC1 (THF), CCOC(=O)C (EtOAc). Run at temperature 80 celsius, time 2 hour. Product: Cl.FC(C=1C=C(C=CC1OC(C(F)(F)F)C)C1=NC(=NO1)C1=CC=2N(C=C1)C=C(N2)CC(=O)O)(F)F ((7-{5-[3-(trifluoromethyl)-4-(2,2,2-trifluoro-1-methylethoxy)phenyl]-1,2,4-oxadiazol-3-yl}imidazo[1,2-a]pyridin-2-yl)acetic acid hydrochloride). As a reaction SMILES: [F:1][C:2]([F:37])([F:36])[C:3]1[CH:4]=[C:5]([C:16]2[O:20][N:19]=[C:18]([C:21]3[CH:26]=[CH:25][N:24]4[CH:27]=[C:28]([CH2:30][C:31]([O:33]CC)=[O:32])[N:29]=[C:23]4[CH:22]=3)[N:17]=2)[CH:6]=[CH:7][C:8]=1[O:9][CH:10]([CH3:15])[C:11]([F:14])([F:13])[F:12].[OH-].[Na+].[ClH:40].Cl.CCOC(C)=O>C1COCC1.CCOC(C)=O>[ClH:40].[F:37][C:2]([F:1])([F:36])[C:3]1[CH:4]=[C:5]([C:16]2[O:20][N:19]=[C:18]([C:21]3[CH:26]=[CH:25][N:24]4[CH:27]=[C:28]([CH2:30][C:31]([OH:33])=[O:32])[N:29]=[C:23]4[CH:22]=3)[N:17]=2)[CH:6]=[CH:7][C:8]=1[O:9][CH:10]([CH3:15])[C:11]([F:12])([F:13])[F:14] |f:1.2,4.5,8.9|. Reported procedure: To a solution of ethyl (7-{5-[3-(trifluoromethyl)-4-(2,2,2-trifluoro-1-methylethoxy)phenyl]-1,2,4-oxadiazol-3-yl}imidazo[1,2-a]pyridin-2-yl)acetate (230 mg) in THF (2.0 ml) was added a 1M aqueous NaOH solution (1.0 ml), followed by stirring at 80° C. for 2 hours. After cooling to room temperature, a 1 M HCl aqueous solution (1.0 ml) was added thereto, followed by extraction with chloroform. The organic layer was dried over anhydrous MgSO4, and then filtered, and the filtrate was concentrated. Th... Reactants: CCOc1nc(SC)nc(N2CCS(=O)CC2)c1[N+](=O)[O-], C1CNCCN1, CS(C)=O. Product: CCOc1nc(N2CCNCC2)nc(N2CCS(=O)CC2)c1[N+](=O)[O-]. Reaction SMILES: [CH2:1]([CH3:2])[O:3][c:4]1[c:5]([N+:19](=[O:20])[O-:21])[c:6]([N:12]2[CH2:13][CH2:14][S:15](=[O:18])[CH2:16][CH2:17]2)[n:7][c:8]([S:10][CH3:11])[n:9]1.[CH2:22]1[CH2:23][NH:24][CH2:25][CH2:26][NH:27]1.[CH3:28][S:29](=[O:30])[CH3:31]>>[CH2:1]([CH3:2])[O:3][c:4]1[c:5]([N+:19](=[O:20])[O-:21])[c:6]([N:12]2[CH2:13][CH2:14][S:15](=[O:18])[CH2:16][CH2:17]2)[n:7][c:8]([N:24]2[CH2:23][CH2:22][NH:27][CH2:26][CH2:25]2)[n:9]1. Reactants: O=C(Nc1ncc(Br)s1)NS(=O)(=O)c1cccc(Cl)c1, CS(C)=O, CO. Yields the product CSc1cnc(NC(=O)NS(=O)(=O)c2cccc(Cl)c2)s1. RXN SMILES: [Br:1][c:2]1[cH:3][n:4][c:5]([NH:7][C:8](=[O:9])[NH:10][S:11](=[O:12])(=[O:13])[c:14]2[cH:15][c:16]([Cl:20])[cH:17][cH:18][cH:19]2)[s:6]1.[CH3:21][S:22]([CH3:23])=[O:24].[CH3:25][OH:26]>>[c:2]1([S:22][CH3:21])[cH:3][n:4][c:5]([NH:7][C:8](=[O:9])[NH:10][S:11](=[O:12])(=[O:13])[c:14]2[cH:15][c:16]([Cl:20])[cH:17][cH:18][cH:19]2)[s:6]1. The reactants are Fc1cc(I)ccc1Br, C1COCCO1, O, O, c1ccc(P(c2ccccc2)(c2ccccc2)[Pd](P(c2ccccc2)(c2ccccc2)c2ccccc2)(P(c2ccccc2)(c2ccccc2)c2ccccc2)P(c2ccccc2)(c2ccccc2)c2ccccc2)cc1, OB(O)c1ccncc1. Yields the product Fc1cc(-c2ccncc2)ccc1Br. As a reaction SMILES: [Br:1][c:2]1[c:3]([F:9])[cH:4][c:5]([I:8])[cH:6][cH:7]1.[O:20]1[CH2:21][CH2:22][O:23][CH2:24][CH2:25]1.[OH2:19].[OH2:26].[cH:27]1[cH:28][cH:29][c:30]([P:31]([Pd:32]([P:33]([c:34]2[cH:35][cH:36][cH:37][cH:38][cH:39]2)([c:40]2[cH:41][cH:42][cH:43][cH:44][cH:45]2)[c:46]2[cH:47][cH:48][cH:49][cH:50][cH:51]2)([P:52]([c:53]2[cH:54][cH:55][cH:56][cH:57][cH:58]2)([c:59]2[cH:60][cH:61][cH:62][cH:63][cH:64]2)[c:65]2[cH:66][cH:67][cH:68][cH:69][cH:70]2)[P:71]([c:72]2[cH:73][cH:74][cH:75][cH:76][cH:77]2)([c:78]2[cH:79][cH:80][cH:81][cH:82][cH:83]2)[c:84]2[cH:85][cH:86][cH:87][cH:88][cH:89]2)([c:90]2[cH:91][cH:92][cH:93][cH:94][cH:95]2)[c:96]2[cH:97][cH:98][cH:99][cH:100][cH:101]2)[cH:102][cH:103]1.[n:10]1[cH:11][cH:12][c:13]([B:16]([OH:17])[OH:18])[cH:14][cH:15]1>>[Br:1][c:2]1[c:3]([F:9])[cH:4][c:5](-[c:13]2[cH:12][cH:11][n:10][cH:15][cH:14]2)[cH:6][cH:7]1.